The task is: describe an organic reaction: reactants, conditions, products, and yield. This data is from the Open Reaction Database (ORD), a public repository of structured organic reaction records. Reactants: COC(=O)c1ccc(OCC2CC2)c(C#N)c1, CO, [Li+], C1CCOC1, [OH-], O. Product: N#Cc1cc(C(=O)O)ccc1OCC1CC1. RXN SMILES: [C:1](#[N:2])[c:3]1[cH:4][c:5]([C:6](=[O:7])[O:8][CH3:9])[cH:10][cH:11][c:12]1[O:13][CH2:14][CH:15]1[CH2:16][CH2:17]1.[CH3:25][OH:26].[Li+:18].[O:20]1[CH2:21][CH2:22][CH2:23][CH2:24]1.[OH-:19].[OH2:27]>>[C:1](#[N:2])[c:3]1[cH:4][c:5]([C:6](=[O:7])[OH:8])[cH:10][cH:11][c:12]1[O:13][CH2:14][CH:15]1[CH2:16][CH2:17]1. The reactants are C(C)OC(=O)C1CN(CC1C1=CC=C(C=C1)NC(CC1=CC(=C(C=C1)NC(=O)NC1=C(C=CC=C1)C)OC)=O)CC1=CC=CC=C1 (1-benzyl-4-(4-{2-[3-methoxy-4-(3-o-tolyl-ureido)-phenyl]-acetylamino}-phenyl)-pyrrolidine-3-carboxylic acid ethyl ester), [OH-].[Na+] (sodium hydroxide). Solvent: C(C)#N (acetonitrile), C(C)O (ethanol). Reaction conditions: time 8 hour. Product: C(C1=CC=CC=C1)N1CC(C(C1)C1=CC=C(C=C1)NC(CC1=CC(=C(C=C1)NC(=O)NC1=C(C=CC=C1)C)OC)=O)C(=O)O (1-Benzyl-4-(4-{2-[3-methoxy-4-(3-o-tolyl-ureido)-phenyl]-acetylamino}-phenyl)-pyrrolidine-3-carboxylic Acid). Yield: 41.2%. As a reaction SMILES: C([O:3][C:4]([CH:6]1[CH:10]([C:11]2[CH:16]=[CH:15][C:14]([NH:17][C:18](=[O:39])[CH2:19][C:20]3[CH:25]=[CH:24][C:23]([NH:26][C:27]([NH:29][C:30]4[CH:35]=[CH:34][CH:33]=[CH:32][C:31]=4[CH3:36])=[O:28])=[C:22]([O:37][CH3:38])[CH:21]=3)=[CH:13][CH:12]=2)[CH2:9][N:8]([CH2:40][C:41]2[CH:46]=[CH:45][CH:44]=[CH:43][CH:42]=2)[CH2:7]1)=[O:5])C.[OH-].[Na+]>C(#N)C.C(O)C>[CH2:40]([N:8]1[CH2:9][CH:10]([C:11]2[CH:16]=[CH:15][C:14]([NH:17][C:18](=[O:39])[CH2:19][C:20]3[CH:25]=[CH:24][C:23]([NH:26][C:27]([NH:29][C:30]4[CH:35]=[CH:34][CH:33]=[CH:32][C:31]=4[CH3:36])=[O:28])=[C:22]([O:37][CH3:38])[CH:21]=3)=[CH:13][CH:12]=2)[CH:6]([C:4]([OH:5])=[O:3])[CH2:7]1)[C:41]1[CH:42]=[CH:43][CH:44]=[CH:45][CH:46]=1 |f:1.2|. Procedure: A stirred solution of 1-benzyl-4-(4-{2-[3-methoxy-4-(3-o-tolyl-ureido)-phenyl]-acetylamino}-phenyl)-pyrrolidine-3-carboxylic acid ethyl ester (2.95 g, Reference Example 16) in a mixture of acetonitrile (150 mL) and ethanol (125 mL), at 50° C., was treated slowly with aqueous sodium hydroxide solution (0.46 mL, 30%). After stirring for 8 hours at room temperature and then gentle stirring for a week, the mixture was filtered. The solid was washed with dichloromethane (30 mL), then dried under redu... Reactants: Cl (hydrochloric acid), N(C(=O)N)C(C(=O)OCC)CCCCCCC(=O)OCC (diethyl 2-ureidononanedioate), C1(=NNCCCCCC1)C1=CCCCCCCC1 (diazabicyclononene), C(Cl)(Cl)Cl (chloroform). Run in CCOCC (ether). Product: C(C)OC(=O)CCCCCCC1C(NC(N1)=O)=O (5-(6-ethoxycarbonylhexyl) hydantoin). Reaction SMILES: [NH:1]([CH:5]([CH2:11][CH2:12][CH2:13][CH2:14][CH2:15][CH2:16][C:17]([O:19][CH2:20][CH3:21])=[O:18])[C:6](OCC)=[O:7])[C:2]([NH2:4])=[O:3].C1(C2CCCCCCCC=2)CCCCCCNN=1.C(Cl)(Cl)Cl.Cl>CCOCC>[CH2:20]([O:19][C:17]([CH2:16][CH2:15][CH2:14][CH2:13][CH2:12][CH2:11][CH:5]1[NH:1][C:2](=[O:3])[NH:4][C:6]1=[O:7])=[O:18])[CH3:21]. Procedure details: A mixture of diethyl 2-ureidononanedioate (8 g) with diazabicyclononene (DBN) (1.28 g) was heated in a bath at 100° for 1 hour and the reaction mixture was shaken with chloroform and a slight excess of dilute hydrochloric acid. The chloroform phase was separated, washed with water and dried (MgSO4), and the chloroform was evaporated, to give a crystalline residue. The crystals were suspended in ether and collected, to give 5-(6-ethoxycarbonylhexyl) hydantoin, m.p. 110°-110.5° C. The reactants are S(=O)(=O)(C1=CC=C(C)C=C1)OCCCC1=CC(=CC=C1)OC (1-tosyloxy-3-(3-methoxyphenyl)propane), CN(C)C=O (DMF), [C-]#N.[K+] (KCN). Run in O (water). Conditions: time 1 hour. Product: C(#N)CCCC1=CC(=CC=C1)OC (1-Cyano-3-(3-methoxyphenyl)-propane). Yield: 91.0%. RXN SMILES: S(O[CH2:12][CH2:13][CH2:14][C:15]1[CH:20]=[CH:19][CH:18]=[C:17]([O:21][CH3:22])[CH:16]=1)(C1C=CC(C)=CC=1)(=O)=O.[CH3:23][N:24](C=O)C.[C-]#N.[K+]>O>[C:23]([CH2:12][CH2:13][CH2:14][C:15]1[CH:20]=[CH:19][CH:18]=[C:17]([O:21][CH3:22])[CH:16]=1)#[N:24] |f:2.3|. Procedure: A solution of 1-tosyloxy-3-(3-methoxyphenyl)propane (125 g, 0.39 mole) and DMF (400 mL) was stirred at 0° as a solution of KCN (30 g, 0.46 mole) and water (70 mL) was added dropwise. The reaction mixture was stirred at 65°-70° for 1 hour, was cooled to room temperature and poured onto ice water. The solution was extracted with ether. The extracts were washed with water, saturated aqueous NaCl, dried (MgSO4), filtered, and evaporated to yield 62 g yellow oil, (91%), M+ 175. Reactants: C[Si](C)(C)[N-][Si](C)(C)C.[Li+] (lithium bis(trimethylsilyl)amide), BrCC1=C(C=C(C=C1)OC1=CC(=C(C=C1)CBr)C(F)(F)F)C(F)(F)F (4-(bromomethyl)-3-(trifluoromethyl)phenyl ether), FC1=C(C(=O)NC2=NNC=C2)C(=CC=C1)F (2,6-difluoro-N-1H-pyrazol-3-ylbenzamide), FC1=C(C(=O)NC2=NNC=C2)C(=CC=C1)F (2,6-difluoro-N-1H-pyrazol-3-ylbenzamide). Run in C1CCOC1 (THF), C1CCOC1 (THF), C1CCOC1 (THF). Run at time 30 minute. The product is FC1=C(C(=O)NC2=NN(C=C2)CC2=C(C=C(C=C2)OC2=CC=CC=C2)C(F)(F)F)C(=CC=C1)F (2,6-Difluoro-N-(1-{[4-(phenyloxy)-2-(trifluoromethyl)phenyl]methyl}-1H-pyrazol-3-yl)benzamide). RXN SMILES: [F:1][C:2]1[CH:15]=[CH:14][CH:13]=[C:12]([F:16])[C:3]=1[C:4]([NH:6][C:7]1[CH:11]=[CH:10][NH:9][N:8]=1)=[O:5].C[Si]([N-][Si](C)(C)C)(C)C.[Li+].BrC[C:29]1[CH:34]=[CH:33][C:32]([O:35][C:36]2[CH:41]=[CH:40][C:39]([CH2:42]Br)=[C:38]([C:44]([F:47])([F:46])[F:45])[CH:37]=2)=[CH:31][C:30]=1C(F)(F)F>C1COCC1>[F:1][C:2]1[CH:15]=[CH:14][CH:13]=[C:12]([F:16])[C:3]=1[C:4]([NH:6][C:7]1[CH:11]=[CH:10][N:9]([CH2:42][C:39]2[CH:40]=[CH:41][C:36]([O:35][C:32]3[CH:33]=[CH:34][CH:29]=[CH:30][CH:31]=3)=[CH:37][C:38]=2[C:44]([F:45])([F:46])[F:47])[N:8]=1)=[O:5] |f:1.2|. Procedure details: To 2,6-difluoro-N-1H-pyrazol-3-ylbenzamide (for a preparation see Intermediate 9)(45 mg, 0.20 mmol) in dry THF (3.0 ml) under nitrogen at room temperature was added 1.0 M lithium bis(trimethylsilyl)amide in THF (0.20 ml, 0.20 mmol) dropwise. The solution was stirred for approximately 30 min and then 4-(bromomethyl)-3-(trifluoromethyl)phenyl ether (67 mg, 0.20 mmol) in THF (2 ml) was added. The solution was stirred for 3 h and then left to stand overnight. The solvent was removed under a stream o... Reactants: NC1=C(C=C(C#N)C=C1)N1CC2(CCC1)CCN(CC2)C(C(F)(F)F)=O (4-Amino-3-[9-(2,2,2-trifluoro-acetyl)-2,9-diaza-spiro[5.5]undec-2-yl]-benzonitrile), S1C(=CC=C1)C=1SC=C(N1)C(=O)O (2-thiophen-2-yl-thiazole-4-carboxylic acid), CN(C)C=O (DMF), C(C)(C)N(C(C)C)CC (N,N-diisopropylethylamine). Reaction conditions: time 15 hour. Yields the product C(N)(=O)C1=CC(=C(C=C1)NC(=O)C=1N=C(SC1)C=1SC=CC1)N1CC2(CCC1)CCN(CC2)C(C(F)(F)F)=O (2-Thiophen-2-yl-thiazole-4-carboxylic acid {4-carbamoyl-2-[9-(2,2,2-trifluoro-acetyl)-2,9-diaza-spiro[5.5]undec-2-yl]-phenyl}-amide). As a reaction SMILES: [NH2:1][C:2]1[CH:9]=[CH:8][C:5]([C:6]#[N:7])=[CH:4][C:3]=1[N:10]1[CH2:15][CH2:14][CH2:13][C:12]2([CH2:20][CH2:19][N:18]([C:21](=[O:26])[C:22]([F:25])([F:24])[F:23])[CH2:17][CH2:16]2)[CH2:11]1.[S:27]1[CH:31]=[CH:30][CH:29]=[C:28]1[C:32]1[S:33][CH:34]=[C:35]([C:37](O)=[O:38])[N:36]=1.C(N(CC)C(C)C)(C)C.CN(C=[O:53])C>>[C:6]([C:5]1[CH:8]=[CH:9][C:2]([NH:1][C:37]([C:35]2[N:36]=[C:32]([C:28]3[S:27][CH:31]=[CH:30][CH:29]=3)[S:33][CH:34]=2)=[O:38])=[C:3]([N:10]2[CH2:15][CH2:14][CH2:13][C:12]3([CH2:16][CH2:17][N:18]([C:21](=[O:26])[C:22]([F:25])([F:24])[F:23])[CH2:19][CH2:20]3)[CH2:11]2)[CH:4]=1)(=[O:53])[NH2:7]. Procedure details: To Intermediate 4-Amino-3-[9-(2,2,2-trifluoro-acetyl)-2,9-diaza-spiro[5.5]undec-2-yl]-benzonitrile was added 2-thiophen-2-yl-thiazole-4-carboxylic acid (098 eq) in DMF (1 mL). Then, a solution of N,N-diisopropylethylamine (1.5 eq) HATU (1.5 eq) was added. The resulting reaction was stirred at room temperature for 15 hours and then concentrated and treated with 3 mL of (4:1) TFA:H2SO4. The reaction mixture was concentrated and purified using reverse phase HPLC to provide 2-Thiophen-2-yl-thiazole-...